This data is from the Open Reaction Database (ORD), a public repository of structured organic reaction records. The task is: describe an organic reaction: reactants, conditions, products, and yield Reactants: NCc1ccc(Br)cc1F, CCN(C(C)C)C(C)C, O=C(Cl)C(=O)Cl, ClCCl, Cl, COc1cc(F)c(C)cc1C(=O)O, CN(C)C=O. Product: COc1cc(F)c(C)cc1C(=O)NCc1ccc(Br)cc1F. Reaction SMILES: [Br:30][c:31]1[cH:32][c:33]([F:39])[c:34]([CH2:35][NH2:36])[cH:37][cH:38]1.[CH:20]([N:21]([CH:22]([CH3:23])[CH3:24])[CH2:25][CH3:26])([CH3:27])[CH3:28].[Cl:14][C:15]([C:16]([Cl:17])=[O:18])=[O:19].[Cl:40][CH2:41][Cl:42].[ClH:29].[F:1][c:2]1[cH:3][c:4]([O:12][CH3:13])[c:5]([C:6](=[O:7])[OH:8])[cH:9][c:10]1[CH3:11].[O:43]=[CH:44][N:45]([CH3:46])[CH3:47]>>[F:1][c:2]1[cH:3][c:4]([O:12][CH3:13])[c:5]([C:6](=[O:8])[NH:36][CH2:35][c:34]2[c:33]([F:39])[cH:32][c:31]([Br:30])[cH:38][cH:37]2)[cH:9][c:10]1[CH3:11]. The reactants are CCCCP(CCCC)CCCC, C1CCOC1, COC(=O)c1ccc2cc(O)ccc2c1, OCCCN1CCCCC1, O=C(N=NC(=O)N1CCCCC1)N1CCCCC1. Product: COC(=O)c1ccc2cc(OCCCN3CCCCC3)ccc2c1. RXN SMILES: [CH2:44]([P:45]([CH2:46][CH2:47][CH2:48][CH3:49])[CH2:50][CH2:51][CH2:52][CH3:53])[CH2:54][CH2:55][CH3:56].[CH2:57]1[O:58][CH2:59][CH2:60][CH2:61]1.[CH3:1][O:2][C:3](=[O:4])[c:5]1[cH:6][c:7]2[cH:8][cH:9][c:10]([OH:15])[cH:11][c:12]2[cH:13][cH:14]1.[N:16]1([CH2:22][CH2:23][CH2:24][OH:25])[CH2:17][CH2:18][CH2:19][CH2:20][CH2:21]1.[N:26]([C:27]([N:28]1[CH2:29][CH2:30][CH2:31][CH2:32][CH2:33]1)=[O:34])=[N:35][C:36]([N:37]1[CH2:38][CH2:39][CH2:40][CH2:41][CH2:42]1)=[O:43]>>[CH3:1][O:2][C:3](=[O:4])[c:5]1[cH:6][c:7]2[cH:8][cH:9][c:10]([O:15][CH2:24][CH2:23][CH2:22][N:16]3[CH2:17][CH2:18][CH2:19][CH2:20][CH2:21]3)[cH:11][c:12]2[cH:13][cH:14]1. Isolated yield 80.0%. The solvent is ClCCl (dichloromethane). The reactants are CCCN(CCC1=CC=CS1)[C@H]2CCC3=C(C=CC=C3O)C2 (rotigotine), Cl (HCl), Cl (HCl), Cl (hydrogen chloride). Reported procedure: The crude rotigotine (17.2 g) prepared above in Example 9 was dissolved in 100 mL dichloromethane, and adjusted to be acidic by the addition of an aqueous HCl solution or an organic solution of hydrogen chloride or by the introduction of HCl gas. The mixture was filtered and dried to give 18.2 g rotigotine hydrochloride. Yield: 80%, Purity: 98%. Reaction SMILES: [CH3:1][CH2:2][CH2:3][N:4]([C@@H:12]1[CH2:22][C:16]2[CH:17]=[CH:18][CH:19]=[C:20]([OH:21])[C:15]=2[CH2:14][CH2:13]1)[CH2:5][CH2:6][C:7]1[S:11][CH:10]=[CH:9][CH:8]=1.[ClH:23]>ClCCl>[CH3:1][CH2:2][CH2:3][N:4]([C@@H:12]1[CH2:22][C:16]2[CH:17]=[CH:18][CH:19]=[C:20]([OH:21])[C:15]=2[CH2:14][CH2:13]1)[CH2:5][CH2:6][C:7]1[S:11][CH:10]=[CH:9][CH:8]=1.[ClH:23] |f:3.4|. The product is CCCN(CCC1=CC=CS1)[C@H]2CCC3=C(C2)C=CC=C3O.Cl (rotigotine hydrochloride). Reactants: O (water), S([O-])(O)=O.C(CCC)[N+](CCCC)(CCCC)CCCC (tetrabutylammonium bisulphite), [OH-].[Na+] (sodium hydroxide), O[C@H]1C[C@H](N(C1)C(=O)OC(C)(C)C)C(=O)OC (1-tert-butyl 2-methyl (2S,4S)-4-hydroxypyrrolidine-1,2-dioate), BrCCBr (1,2-dibromoethane). Run in ClCCl (dichloro-methane). Reaction conditions: time 8 hour. Yields the product BrCCO[C@H]1C[C@H](N(C1)C(=O)OC(C)(C)C)C(=O)OC (1-tert-Butyl 2-methyl (2S,4S)-4-(2-bromoethoxy)pyrrolidine-1,2-dioate). RXN SMILES: [OH:1][C@@H:2]1[CH2:6][N:5]([C:7]([O:9][C:10]([CH3:13])([CH3:12])[CH3:11])=[O:8])[C@H:4]([C:14]([O:16][CH3:17])=[O:15])[CH2:3]1.S(=O)(O)[O-].C([N+](CCCC)(CCCC)CCCC)CCC.[OH-].[Na+].O.[Br:42][CH2:43][CH2:44]Br>ClCCl>[Br:42][CH2:43][CH2:44][O:1][C@@H:2]1[CH2:6][N:5]([C:7]([O:9][C:10]([CH3:11])([CH3:12])[CH3:13])=[O:8])[C@H:4]([C:14]([O:16][CH3:17])=[O:15])[CH2:3]1 |f:1.2,3.4|. Procedure details: 0.98 g (4 mmol) of 1-tert-butyl 2-methyl (2S,4S)-4-hydroxypyrrolidine-1,2-dioate (ALDRICH) was dissolved in 36 ml of 1,2-dibromoethane and cooled in an ice-bath. After addition of 1.36 g (4 mmol) of tetrabutylammonium bisulphite, 18 ml of 50% strength aqueous sodium hydroxide solution are added, and the mixture is stirred on ice for 2 hours and at room temperature overnight. After addition of 200 ml of water and 200 ml of dichloro-methane, the organic phase was washed once more with water, dried... Starting materials: CN([SiH](C)C)[Si](C)(C)C, Cl, [I-], [I-], NCCCP(O)O, CCC1CO1, [Zn+2]. Yields the product CCC(O)CP(=O)(O)CCCN. Reaction SMILES: [CH3:13][SiH:14]([CH3:15])[N:16]([CH3:17])[Si:18]([CH3:19])([CH3:20])[CH3:21].[ClH:22].[I-:23].[I-:25].[NH2:1][CH2:2][CH2:3][CH2:4][P:5]([OH:6])[OH:7].[O:8]1[CH2:9][CH:10]1[CH2:11][CH3:12].[Zn+2:24]>>[NH2:1][CH2:2][CH2:3][CH2:4][P:5]([OH:6])(=[O:7])[CH2:9][CH:10]([OH:8])[CH2:11][CH3:12]. The reactants are C(C)(C)(C)OC(=O)NC(C(=O)O)CCCCCCCCCCCC (2-(R/S)-[(tert-Butoxycarbonyl)amino]-tetradecanoic acid), ( 100 ), C21H43NO3, C(C)(=O)O[C@H]1[C@@H](O[C@@H]([C@H]([C@@H]1OC(C)=O)OC(C)=O)COC(C)=O)[N-]C(CCCCCCCCCCC)NC(=O)OC(C)(C)C (2,3,4,6-tetra-O-acetyl-N-{1-(R/S)-[(tert-butoxycarbonyl)-amino]dodecyl}-β-D-glucopyranosylamide). Solvent: C(Cl)(Cl)Cl.CO (chloroform methanol). Product: OCC(CCCCCCCCCCCCCC)NC(OC(C)(C)C)=O (tert-butyl N-[1-(R/S)-(hydroxymethyl) pentadecyl]carbamate). Yield: 82.0%. As a reaction SMILES: [C:1]([O:5][C:6]([NH:8][CH:9]([CH2:13][CH2:14][CH2:15][CH2:16][CH2:17][CH2:18][CH2:19][CH2:20][CH2:21][CH2:22][CH2:23][CH3:24])[C:10]([OH:12])=O)=[O:7])([CH3:4])([CH3:3])[CH3:2].[C:25](O[C@@H]1[C@@H](OC(=O)C)[C@H](OC(=O)C)[C@@H](COC(=O)C)O[C@H]1[N-]C(NC(OC(C)(C)C)=O)CCCCCCCCCCC)(=O)[CH3:26]>C(Cl)(Cl)Cl.CO>[OH:12][CH2:10][CH:9]([NH:8][C:6](=[O:7])[O:5][C:1]([CH3:2])([CH3:3])[CH3:4])[CH2:13][CH2:14][CH2:15][CH2:16][CH2:17][CH2:18][CH2:19][CH2:20][CH2:21][CH2:22][CH2:23][CH2:24][CH2:25][CH3:26] |f:2.3|. Procedure: Procedure as for 44, Method C (using 42 in place of 41). RF=0.72 chloroform:methanol 10:0.7 (v/v); yield 82%; 1H NMR δ 3.69-3.45 (m, 2H, αCH, CH2a), 2.97 (m, 1H, CH2b), 1.41 (s, 9H, 3×Boc CH3), 1.25 (m, 18H, 13CH2), 0.88 (t, 3H, CH3); FAB MS C21H43NO3 (357.32) m/z (%) 380 [M+Na]+ (15), 258 [M−Boc+H]+ (100). Reactants: BrCC(=O)Cl (2-Bromoacetyl chloride), CC1NC(NC2=CC=CC=C12)=O (3,4-dihydro-4-methyl-2(1H)-quinazolinone), [Cl-].[Al+3].[Cl-].[Cl-] (aluminum chloride). Product: BrCC(=O)C=1C=C2C(NC(NC2=CC1)=O)C (6-(2-Bromoacetyl)-3,4-dihydro-4-methyl-2(1H)-quinazolinone). Run in C(=S)=S (carbon disulfide). Procedure details: 2-Bromoacetyl chloride (9.7 g) is added dropwise to a stirred mixture of 3,4-dihydro-4-methyl-2(1H)-quinazolinone (5 g), anhydrous aluminum chloride (10.3 g) and carbon disulfide (100 ml) under nitrogen. The reaction mixture is refluxed for about 18 hours, the carbon disulfide decanted, and the residue treated with hydrochloric acid (6N) and ethyl acetate. The layers are separated, and the aqueous layer extracted with ethyl acetate and the combined ethyl acetate extracts washed with sat'd. aqueo... As a reaction SMILES: [Br:1][CH2:2][C:3](Cl)=[O:4].[CH3:6][CH:7]1[C:16]2[C:11](=[CH:12][CH:13]=[CH:14][CH:15]=2)[NH:10][C:9](=[O:17])[NH:8]1.[Cl-].[Al+3].[Cl-].[Cl-]>C(=S)=S>[Br:1][CH2:2][C:3]([C:14]1[CH:15]=[C:16]2[C:11](=[CH:12][CH:13]=1)[NH:10][C:9](=[O:17])[NH:8][CH:7]2[CH3:6])=[O:4] |f:2.3.4.5|. Starting materials: ClC1=C(CCl)C(=CC(=C1)[N+](=O)[O-])Cl (2,6-dichloro-4-nitrobenzylchloride), COCCO (2-methoxyethanol). Reagents/catalysts: C([O-])([O-])=O.[Ag+2] (silver carbonate). The solvent is O (water). Yields the product ClC1=C(CO)C(=CC(=C1)[N+](=O)[O-])Cl (2,6-Dichloro-4-nitrobenzylalcohol). RXN SMILES: [Cl:1][C:2]1[CH:9]=[C:8]([N+:10]([O-:12])=[O:11])[CH:7]=[C:6]([Cl:13])[C:3]=1[CH2:4]Cl.C[O:15]CCO>O.C(=O)([O-])[O-].[Ag+2]>[Cl:1][C:2]1[CH:9]=[C:8]([N+:10]([O-:12])=[O:11])[CH:7]=[C:6]([Cl:13])[C:3]=1[CH2:4][OH:15] |f:3.4|. Procedure: A suspension of silver carbonate (560 mg), 2,6-dichloro-4-nitrobenzylchloride (440 mg) in 2-methoxyethanol (9 cm3) and water (9 cm3) were heated at reflux for 18 h. After this time the hot reaction mixture was filtered and the filtrate diluted with dichloromethane (30 cm3) and water (20 cm3). The heterogeneous mixture was shaken, separated and the aqueous phase extracted with dichloromethane (30 cm3). Combined organic extracts were washed with saturated brine, dried and evaporated to leave an or... The reactants are COCCOC1=CC=C2C=C(NC2=C1)C(=O)OC (methyl 6-(2-methoxyethoxy)-1H-indole-2-carboxylate), Cl[Sn](Cl)(Cl)Cl.C(Cl)Cl (perchlorostannane CH2Cl2), CC1=C(C(=O)Cl)C=CC=C1[N+](=O)[O-] (2-methyl-3-nitrobenzoyl chloride), [O-]S(=O)(=O)[O-].[Mg+2] (MgSO4), acid chloride, ice water. Run in ClCCl (dichloromethane), CCOC(=O)C (EtOAc), [N+](=O)([O-])C (nitromethane), [N+](=O)([O-])C (nitromethane). Conditions: time 5 minute. Yields the product COCCOC1=CC=C2C(=C(NC2=C1)C(=O)OC)C(C1=C(C(=CC=C1)[N+](=O)[O-])C)=O (Methyl 6-(2-methoxyethoxy)-3-(2-methyl-3-nitrobenzoyl)-1H-indole-2-carboxylate). Yield: 104.0%. RXN SMILES: [CH3:1][O:2][CH2:3][CH2:4][O:5][C:6]1[CH:14]=[C:13]2[C:9]([CH:10]=[C:11]([C:15]([O:17][CH3:18])=[O:16])[NH:12]2)=[CH:8][CH:7]=1.Cl[Sn](Cl)(Cl)Cl.C(Cl)Cl.[CH3:27][C:28]1[C:36]([N+:37]([O-:39])=[O:38])=[CH:35][CH:34]=[CH:33][C:29]=1[C:30](Cl)=[O:31].[O-]S([O-])(=O)=O.[Mg+2]>ClCCl.[N+](C)([O-])=O.CCOC(C)=O>[CH3:1][O:2][CH2:3][CH2:4][O:5][C:6]1[CH:14]=[C:13]2[C:9]([C:10]([C:30](=[O:31])[C:29]3[CH:33]=[CH:34][CH:35]=[C:36]([N+:37]([O-:39])=[O:38])[C:28]=3[CH3:27])=[C:11]([C:15]([O:17][CH3:18])=[O:16])[NH:12]2)=[CH:8][CH:7]=1 |f:1.2,4.5|. Procedure details: To a homogeneous, colorless solution of methyl 6-(2-methoxyethoxy)-1H-indole-2-carboxylate (0.934 g, 3.75 mmol) in dichloromethane (18.74 mL) at 0° C. under nitrogen was added 1M perchlorostannane/CH2Cl2 (4.87 mL, 4.87 mmol) over 10 min. After 5 min, the cold bath was removed, and the yellow, heterogeneous solution was stirred to room temperature for 30 min. A solution of 2-methyl-3-nitrobenzoyl chloride (0.897 g, 4.50 mmol) in nitromethane (18.74 mL, previously dried over MgSO4 overnight) was a... The reactants are CC1(C)CC(C2CC(=O)c3cc(Br)ccc3O2)CCO1, C1CCOC1, CC(C)(C)S(N)=O, CCOC(C)=O, CC[O-], CC[O-], CC[O-], CC[O-], [Na+], O=C([O-])O, [Ti+4]. The product is CC1(C)CC(C2CC(=NS(=O)C(C)(C)C)c3cc(Br)ccc3O2)CCO1. RXN SMILES: [Br:1][c:2]1[cH:3][c:4]2[c:9]([cH:10][cH:11]1)[O:8][CH:7]([CH:12]1[CH2:13][C:14]([CH3:18])([CH3:19])[O:15][CH2:16][CH2:17]1)[CH2:6][C:5]2=[O:20].[CH2:33]1[O:34][CH2:35][CH2:36][CH2:37]1.[CH3:21][C:22]([CH3:23])([CH3:24])[S:25](=[O:26])[NH2:27].[CH3:38][CH2:39][O:40][C:41]([CH3:42])=[O:43].[CH3:44][CH2:45][O-:46].[CH3:48][CH2:49][O-:50].[CH3:51][CH2:52][O-:53].[CH3:54][CH2:55][O-:56].[Na+:32].[O-:28][C:29]([OH:30])=[O:31].[Ti+4:47]>>[Br:1][c:2]1[cH:3][c:4]2[c:9]([cH:10][cH:11]1)[O:8][CH:7]([CH:12]1[CH2:13][C:14]([CH3:18])([CH3:19])[O:15][CH2:16][CH2:17]1)[CH2:6][C:5]2=[N:27][S:25]([C:22]([CH3:21])([CH3:23])[CH3:24])=[O:26].